This data is from the Open Reaction Database (ORD), a public repository of structured organic reaction records. The task is: describe an organic reaction: reactants, conditions, products, and yield The reactants are F[B-](F)(F)F, O=C([O-])O, CCN(CC)C(=O)NC1CC2c3cccc4c3c(cn4C)CC2N(C)C1, C1CCOC1, ClCCl, CS[S+](C)C, ClC(Cl)Cl, F[B-](F)(F)F, [H+]. Yields the product CCN(CC)C(=O)NC1CC2c3cccc4c3c(c(SC)n4C)CC2N(C)C1. As a reaction SMILES: [B-:27]([F:28])([F:29])([F:30])[F:31].[C:43](=[O:44])([OH:45])[O-:46].[CH2:1]([CH3:2])[N:3]([C:4](=[O:5])[NH:6][CH:7]1[CH2:8][N:9]([CH3:24])[CH:10]2[CH2:11][c:12]3[cH:13][n:14]([CH3:23])[c:15]4[cH:16][cH:17][cH:18][c:19]([c:22]34)[CH:20]2[CH2:21]1)[CH2:25][CH3:26].[CH2:47]1[O:48][CH2:49][CH2:50][CH2:51]1.[CH2:56]([Cl:57])[Cl:58].[CH3:32][S+:33]([CH3:34])[S:35][CH3:36].[CH:52]([Cl:53])([Cl:54])[Cl:55].[F:38][B-:39]([F:40])([F:41])[F:42].[H+:37]>>[CH2:1]([CH3:2])[N:3]([C:4](=[O:5])[NH:6][CH:7]1[CH2:8][N:9]([CH3:24])[CH:10]2[CH2:11][c:12]3[c:13]([S:33][CH3:32])[n:14]([CH3:23])[c:15]4[cH:16][cH:17][cH:18][c:19]([c:22]34)[CH:20]2[CH2:21]1)[CH2:25][CH3:26]. Reactants: C(OC(C)(C)C)(OC(C)(C)C)=O (Di-t-butyl carbonate), N[C@H](CO)C ((S)-2-amino-1-propanol), CC(CN)(N)C (1,1-Dimethylethylenediamine). Solvent: O (water), C(C)(C)(C)O (t-butanol), O (water). Reaction conditions: time 16 hour. The product is C(C)(C)(C)OC(=O)N[C@H](CO)C ((S)-2-t-butoxycarbonylamino-1-propanol). RXN SMILES: [C:1](=[O:12])([O:7][C:8]([CH3:11])([CH3:10])[CH3:9])OC(C)(C)C.[NH2:13][C@@H:14]([CH3:17])[CH2:15][OH:16].CC(C)(N)CN>O.C(O)(C)(C)C>[C:8]([O:7][C:1]([NH:13][C@@H:14]([CH3:17])[CH2:15][OH:16])=[O:12])([CH3:9])([CH3:10])[CH3:11]. Procedure details: Di-t-butyl carbonate (15.7 g.) was added to a solution of (+-(S)-2-amino-1-propanol (5.0 g.) in water (13.2 ml.) and t-butanol (6.6 ml.) at ambient temperature, and the mixture was stirred for 16 hr. at ambient temperature, 1,1-Dimethylethylenediamine (2 ml.) was added and the mixture was stirred at ambient temperature for 1 hr. The solution was poured into water (200 ml.) and extracted with diethyl ether (3×100 ml.). The ethereal extract was washed successively with 1 M-hydrochloric acid (50 ml... The reagents and catalysts are [Zn] (zinc). Product: C(C)(C)C1=NC2=CC=CC=C2C=C1OS(=O)(=O)C1=CC=C(C=C1)C (toluene-4-sulfonic acid 2-isopropyl-quinolin-3-yl ester). Starting materials: C(=O)(O)[O-].[Na+] (NaHCO3), C(=O)(O)[O-].[Na+] (NaHCO3), ice, OC(C)(C)C1=NC2=CC=CC=C2C=C1OS(=O)(=O)C1=CC=C(C=C1)C (Toluene-4-sulfonic acid 2-(1-hydroxy-1-methyl-ethyl)-quinolin-3-yl ester). The yield is 37.7%. Reported procedure: Toluene-4-sulfonic acid 2-(1-hydroxy-1-methyl-ethyl)-quinolin-3-yl ester (3.75 g, 10.5 mmol) was stirred in 50 mL of formic acid for 10 minutes, and zinc dust (3.43 g, 5.25 mmol) was added. The reaction mixture was stirred for four hours and then was added cautiously to a mixture of 100 mL aqueous saturated NaHCO3 and 100 g of ice. The resulting aqueous mixture was neutralized to pH7 by addition of aqueous saturated NaHCO3, and was extracted with ethyl acetate. The combined organic layers were w... Reaction conditions: time 4 hour. RXN SMILES: O[C:2]([C:5]1[C:14]([O:15][S:16]([C:19]2[CH:24]=[CH:23][C:22]([CH3:25])=[CH:21][CH:20]=2)(=[O:18])=[O:17])=[CH:13][C:12]2[C:7](=[CH:8][CH:9]=[CH:10][CH:11]=2)[N:6]=1)([CH3:4])[CH3:3].C([O-])(O)=O.[Na+]>C(O)=O.[Zn]>[CH:2]([C:5]1[C:14]([O:15][S:16]([C:19]2[CH:24]=[CH:23][C:22]([CH3:25])=[CH:21][CH:20]=2)(=[O:17])=[O:18])=[CH:13][C:12]2[C:7](=[CH:8][CH:9]=[CH:10][CH:11]=2)[N:6]=1)([CH3:4])[CH3:3] |f:1.2|. Solvent: C(=O)O (formic acid). Starting materials: O.NN (Hydrazine hydrate), CC(C)(C)C=1C=C(C=CC1)OC1=C(C=C(C(=C1)C)[N+](=O)[O-])C (1-{[3-(1,1-dimethylethyl)phenyl]oxy}-2,5-dimethyl-4-nitrobenzene). The reagents and catalysts are [Pd] (palladium-on-charcoal). Solvent: C(CC)O (n-propanol). Conditions: temperature 90 celsius. Yields the product CC(C)(C)C=1C=C(C=CC1)OC1=CC(=C(N)C=C1C)C (4-{[3-(1,1-Dimethylethyl)phenyl]oxy}-2,5-dimethyl-aniline). RXN SMILES: O.NN.[CH3:4][C:5]([C:8]1[CH:9]=[C:10]([O:14][C:15]2[CH:20]=[C:19]([CH3:21])[C:18]([N+:22]([O-])=O)=[CH:17][C:16]=2[CH3:25])[CH:11]=[CH:12][CH:13]=1)([CH3:7])[CH3:6]>C(O)CC.[Pd]>[CH3:7][C:5]([C:8]1[CH:9]=[C:10]([O:14][C:15]2[C:16]([CH3:25])=[CH:17][C:18]([NH2:22])=[C:19]([CH3:21])[CH:20]=2)[CH:11]=[CH:12][CH:13]=1)([CH3:4])[CH3:6] |f:0.1|. Reported procedure: Hydrazine hydrate (4.3 ml) is added dropwise to a mixture of 1-{[3-(1,1-dimethylethyl)phenyl]oxy}-2,5-dimethyl-4-nitrobenzene (8.65 g) and 5% palladium-on-charcoal (100 mg) in n-propanol (60 ml) heated to 90° C. The reaction mixture is maintained at 90° C. for 2 h and then filtered through Celite. Concentration gives the title compound.